describe an organic reaction: reactants, conditions, products, and yield From a dataset of the Open Reaction Database (ORD), a public repository of structured organic reaction records. The reagents and catalysts are C=1C=CC(=CC1)[P](C=2C=CC=CC2)(C=3C=CC=CC3)[Pd]([P](C=4C=CC=CC4)(C=5C=CC=CC5)C=6C=CC=CC6)([P](C=7C=CC=CC7)(C=8C=CC=CC8)C=9C=CC=CC9)[P](C=1C=CC=CC1)(C=1C=CC=CC1)C=1C=CC=CC1 (tetrakis(triphenylphosphine)palladium), C=1C=CC(=CC1)[P](C=2C=CC=CC2)(C=3C=CC=CC3)[Pd]([P](C=4C=CC=CC4)(C=5C=CC=CC5)C=6C=CC=CC6)([P](C=7C=CC=CC7)(C=8C=CC=CC8)C=9C=CC=CC9)[P](C=1C=CC=CC1)(C=1C=CC=CC1)C=1C=CC=CC1 (tetrakis(triphenylphosphine)palladium). Run at temperature 80 celsius, time 3 hour. The solvent is COCCOC (ethylene glycol dimethyl ether), O (water). The yield is 16.7%. Procedure: A mixture of tert-butyl 3-(4-amino-3-iodo-1H-pyrazolo[3,4-d]pyrimidin-1-yl)-1-azetanecarboxylate (0.15 g, 0.00036 mol), N-(5,7-dimethyl-1,3-benzoxazol-2-yl)-N-[4-(4,4,5,5-tetramethyl-1,3,2-dioxaborolan-2-yl)phenyl]amine (0.16 g, 0.00045 mol), tetrakis(triphenylphosphine)palladium (0.021 g, 0.000018 mol) and sodium carbonate (0.095 g, 0.0009 mol) in ethylene glycol dimethyl ether (5 mL) and water (2 mL) was heated at 80° C. for 16 hours under an atmosphere of nitrogen. The reaction was cooled to ... Reactants: NC1=C2C(=NC=N1)N(N=C2I)C2CN(C2)C(=O)OC(C)(C)C (tert-butyl 3-(4-amino-3-iodo-1H-pyrazolo[3,4-d]pyrimidin-1-yl)-1-azetanecarboxylate), CC=1C=C(C2=C(N=C(O2)NC2=CC=C(C=C2)B2OC(C(O2)(C)C)(C)C)C1)C (N-(5,7-dimethyl-1,3-benzoxazol-2-yl)-N-[4-(4,4,5,5-tetramethyl-1,3,2-dioxaborolan-2-yl)phenyl]amine), C([O-])([O-])=O.[Na+].[Na+] (sodium carbonate). Product: NC1=C2C(=NC=N1)N(N=C2C2=CC=C(C=C2)NC=2OC1=C(N2)C=C(C=C1C)C)C1CN(C1)C(=O)OC(C)(C)C (tert-butyl 3-(4-amino-3-{4-[(5,7-dimethyl-1,3-benzoxazol-2-yl)amino]phenyl}-1H-pyrazolo[3,4-d]pyrimidin-1-yl)-1-azetanecarboxylate). As a reaction SMILES: [NH2:1][C:2]1[N:7]=[CH:6][N:5]=[C:4]2[N:8]([CH:12]3[CH2:15][N:14]([C:16]([O:18][C:19]([CH3:22])([CH3:21])[CH3:20])=[O:17])[CH2:13]3)[N:9]=[C:10](I)[C:3]=12.[CH3:23][C:24]1[CH:25]=[C:26]([CH3:49])[C:27]2[O:31][C:30]([NH:32][C:33]3[CH:38]=[CH:37][C:36](B4OC(C)(C)C(C)(C)O4)=[CH:35][CH:34]=3)=[N:29][C:28]=2[CH:48]=1.C(=O)([O-])[O-].[Na+].[Na+]>COCCOC.O.C1C=CC([P]([Pd]([P](C2C=CC=CC=2)(C2C=CC=CC=2)C2C=CC=CC=2)([P](C2C=CC=CC=2)(C2C=CC=CC=2)C2C=CC=CC=2)[P](C2C=CC=CC=2)(C2C=CC=CC=2)C2C=CC=CC=2)(C2C=CC=CC=2)C2C=CC=CC=2)=CC=1>[NH2:1][C:2]1[N:7]=[CH:6][N:5]=[C:4]2[N:8]([CH:12]3[CH2:15][N:14]([C:16]([O:18][C:19]([CH3:22])([CH3:21])[CH3:20])=[O:17])[CH2:13]3)[N:9]=[C:10]([C:36]3[CH:35]=[CH:34][C:33]([NH:32][C:30]4[O:31][C:27]5[C:26]([CH3:49])=[CH:25][C:24]([CH3:23])=[CH:48][C:28]=5[N:29]=4)=[CH:38][CH:37]=3)[C:3]=12 |f:2.3.4,^1:66,68,87,106|. Starting materials: ClC1=NC(=CC(=N1)NC)COCC(F)(F)F (2-Chloro-N-methyl-6-((2,2,2-trifluoroethoxy)methyl)pyrimidin-4-amine), COC=1C=C(N)C=CC1N1C=NC(=C1)C (3-methoxy-4-(4-methyl-1H-imidazol-1-yl)aniline), C([O-])([O-])=O.[Cs+].[Cs+] (cesium carbonate), C1(CCCCC1)P(C1=C(C=CC=C1)C1=CC=CC=C1)C1CCCCC1 (2-(dicyclohexylphosphino)biphenyl). The reagents and catalysts are C(C)(=O)[O-].[Pd+2].C(C)(=O)[O-] (palladium(II) acetate). Solvent: O1CCOCC1 (dioxane). Reaction conditions: temperature 120 celsius. Product: COC=1C=C(C=CC1N1C=NC(=C1)C)NC1=NC(=CC(=N1)NC)COCC(F)(F)F (N2-(3-Methoxy-4-(4-methyl-1H-imidazol-1-yl)phenyl)-N4-methyl-6-((2,2,2-trifluoroethoxy)methyl)pyrimidine-2,4-diamine). Yield: 51.1%. Reaction SMILES: Cl[C:2]1[N:7]=[C:6]([NH:8][CH3:9])[CH:5]=[C:4]([CH2:10][O:11][CH2:12][C:13]([F:16])([F:15])[F:14])[N:3]=1.[CH3:17][O:18][C:19]1[CH:20]=[C:21]([CH:23]=[CH:24][C:25]=1[N:26]1[CH:30]=[C:29]([CH3:31])[N:28]=[CH:27]1)[NH2:22].C(=O)([O-])[O-].[Cs+].[Cs+].C1(P(C2CCCCC2)C2C=CC=CC=2C2C=CC=CC=2)CCCCC1>O1CCOCC1.C([O-])(=O)C.[Pd+2].C([O-])(=O)C>[CH3:17][O:18][C:19]1[CH:20]=[C:21]([NH:22][C:2]2[N:7]=[C:6]([NH:8][CH3:9])[CH:5]=[C:4]([CH2:10][O:11][CH2:12][C:13]([F:16])([F:15])[F:14])[N:3]=2)[CH:23]=[CH:24][C:25]=1[N:26]1[CH:30]=[C:29]([CH3:31])[N:28]=[CH:27]1 |f:2.3.4,7.8.9|. Reported procedure: 2-Chloro-N-methyl-6-((2,2,2-trifluoroethoxy)methyl)pyrimidin-4-amine (161 mg, 0.63 mmol), 3-methoxy-4-(4-methyl-1H-imidazol-1-yl)aniline (256 mg, 1.26 mmol), cesium carbonate (410 mg, 1.26 mmol), palladium(II) acetate (21 mg, 0.09 mmol) and 2-(dicyclohexylphosphino)biphenyl (33 mg, 0.09 mmol) were mixed in dioxane (10 mL) under an atmosphere of nitrogen. The vial was heated in microwave reactor at 120° C. for 90 min. The mixture was filtered through a plug of diatomeous earth which was eluted wi... Reactants: Cl (hydrochloric acid), CC1=NN2C(C=C(C=C2OCC2=C(C(=CC=C2F)F)F)C)=C1C(=O)OCC (Ethyl 2,5-dimethyl-7-[(2,3,6-trifluorobenzyl)oxy]pyrazolo[1,5-a]pyridine-3-carboxylate), [OH-].[Na+] (sodium hydroxide), [OH-].[Na+] (sodium hydroxide). Run in O1CCOCC1 (dioxane), O1CCOCC1 (dioxane). Conditions: temperature 90 celsius, time 2 day. Product: CC1=NN2C(C=C(C=C2OCC2=C(C(=CC=C2F)F)F)C)=C1C(=O)O (2,5-Dimethyl-7-[(2,3,6-trifluorobenzyl)oxy]pyrazolo[1,5-a]pyridine-3-carboxylic Acid). Isolated yield 56.5%. Reaction SMILES: [CH3:1][C:2]1[C:22]([C:23]([O:25]CC)=[O:24])=[C:5]2[CH:6]=[C:7]([CH3:21])[CH:8]=[C:9]([O:10][CH2:11][C:12]3[C:17]([F:18])=[CH:16][CH:15]=[C:14]([F:19])[C:13]=3[F:20])[N:4]2[N:3]=1.[OH-].[Na+].Cl>O1CCOCC1>[CH3:1][C:2]1[C:22]([C:23]([OH:25])=[O:24])=[C:5]2[CH:6]=[C:7]([CH3:21])[CH:8]=[C:9]([O:10][CH2:11][C:12]3[C:17]([F:18])=[CH:16][CH:15]=[C:14]([F:19])[C:13]=3[F:20])[N:4]2[N:3]=1 |f:1.2|. Reported procedure: 700 mg (1.81 mmol) of ethyl 2,5-dimethyl-7-[(2,3,6-trifluorobenzyl)oxy]pyrazolo[1,5-a]pyridine-3-carboxylate from Example 9A were initially charged in 18 ml of dioxane and heated to 90° C. 4.5 ml of dioxane and 7.25 ml (14.50 mmol) of 2 N aqueous sodium hydroxide solution were added, and the reaction mixture was stirred at 90° C. for two days. Another 3.63 ml (7.26 mmol) of 2 N aqueous sodium hydroxide solution were added and the mixture was stirred at 90° C. for a further 2 hours. The reaction ...